From a dataset of the Open Reaction Database (ORD), a public repository of structured organic reaction records. describe an organic reaction: reactants, conditions, products, and yield Starting materials: C(C)OC(=O)C=1C(=C2C(=C(N1)C#N)N(C(=C2Cl)Cl)C2=CC=C(C=C2)F)O (2,3-dichloro-7-cyano-4-hydroxy-1-(4-fluoro-phenyl)-1H-pyrrolo[2,3-c]pyridine-5-carboxylic acid ethyl ester), NCC(=O)O (glycine), C[O-].[Na+].CO (NaOMe HOMe). Yields the product ClC1=C(C=2C(=C(N=C(C2O)C(=O)NCC(=O)O)C#N)N1C1=CC=C(C=C1)F)Cl ({[2,3-Dichloro-7-cyano-4-hydroxy-1-(4-fluoro-phenyl)-1H-pyrrolo[2,3-c]pyridine-5-carbonyl]-amino}-acetic acid). As a reaction SMILES: C(O[C:4]([C:6]1[C:7]([OH:26])=[C:8]2[C:16]([Cl:17])=[C:15]([Cl:18])[N:14]([C:19]3[CH:24]=[CH:23][C:22]([F:25])=[CH:21][CH:20]=3)[C:9]2=[C:10]([C:12]#[N:13])[N:11]=1)=[O:5])C.[NH2:27][CH2:28][C:29]([OH:31])=[O:30].C[O-].[Na+].CO>>[Cl:18][C:15]1[N:14]([C:19]2[CH:24]=[CH:23][C:22]([F:25])=[CH:21][CH:20]=2)[C:9]2=[C:10]([C:12]#[N:13])[N:11]=[C:6]([C:4]([NH:27][CH2:28][C:29]([OH:31])=[O:30])=[O:5])[C:7]([OH:26])=[C:8]2[C:16]=1[Cl:17] |f:2.3.4|. Procedure: Prepared in analogy to that of Example 1(e) from 2,3-dichloro-7-cyano-4-hydroxy-1-(4-fluoro-phenyl)-1H-pyrrolo[2,3-c]pyridine-5-carboxylic acid ethyl ester, glycine and NaOMe/HOMe. The title compound, ESI MS (m/z): 423 (M+H)+.